describe an organic reaction: reactants, conditions, products, and yield From a dataset of the Open Reaction Database (ORD), a public repository of structured organic reaction records. The reactants are ClC1=CC=C(OC2=CC=C(C=C2)NC(CN)C2=CC(=CC=C2)C(F)(F)F)C=C1 (N1-(4-(4-chlorophenoxy)phenyl)-1-(3-(trifluoromethyl)phenyl)ethane-1,2-diamine), C(=S)=S (CS2), CCN(C(C)C)C(C)C (iPr2NEt). Solvent: CCO (EtOH). Run at temperature 80 celsius. The product is ClC1=CC=C(OC2=CC=C(C=C2)N2C(NCC2C2=CC(=CC=C2)C(F)(F)F)=S)C=C1 (1-(4-(4-chlorophenoxy)phenyl)-5-(3-(trifluoromethyl)phenyl)imidazolidine-2-thione). The yield is 68.5%. As a reaction SMILES: [Cl:1][C:2]1[CH:28]=[CH:27][C:5]([O:6][C:7]2[CH:12]=[CH:11][C:10]([NH:13][CH:14]([C:17]3[CH:22]=[CH:21][CH:20]=[C:19]([C:23]([F:26])([F:25])[F:24])[CH:18]=3)[CH2:15][NH2:16])=[CH:9][CH:8]=2)=[CH:4][CH:3]=1.[C:29](=S)=[S:30].CCN(C(C)C)C(C)C>CCO>[Cl:1][C:2]1[CH:3]=[CH:4][C:5]([O:6][C:7]2[CH:12]=[CH:11][C:10]([N:13]3[CH:14]([C:17]4[CH:22]=[CH:21][CH:20]=[C:19]([C:23]([F:24])([F:25])[F:26])[CH:18]=4)[CH2:15][NH:16][C:29]3=[S:30])=[CH:9][CH:8]=2)=[CH:27][CH:28]=1. Procedure: To a solution of N1-(4-(4-chlorophenoxy)phenyl)-1-(3-(trifluoromethyl)phenyl)ethane-1,2-diamine (127 mg, 0.312 mmol) in EtOH (2.0 mL) are added CS2 (188 μL, 3.12 mmol) and iPr2NEt (272 μL, 1.56 mmol). The reaction mixture is heated at 80° C. overnight before removal of the solvent. The residue is purified by silica gel chromatography (0˜40% EtOAc/Hexanes) to provide the title compound (95.9 mg, 69% yield) as a white solid product; HPLC-MS calculated for C22H16ClF3N2OS (M+H+) 449.1, found 449.1. Reactants: FC1=CC=C(CN(C2=NC=CC=C2)CCN(CCCN)C)C=C1 (N-[2-[N-(4-fluorobenzyl)-N-(2-pyridyl)amino]ethyl]-N-methyl-1,3-propanediamine), C(=O)(N1C=NC=C1)N1C=NC=C1 (1,1'-carbonyldiimidazole), N1(CCCCC1)CC=1C=C(OCCCCN)C=CC1 (4-[3-(piperidinomethyl)phenoxy]butylamine). Product: FC1=CC=C(CN(C2=NC=CC=C2)CCN(C)CCCNC(=O)NCCCCOC2=CC(=CC=C2)CN2CCCCC2)C=C1 (N-[3-[N-[2-[N-(4-fluorobenzyl)-N-(2-pyridyl)amino]ethyl]-N-methylamino]propyl]-N'-[4-[3-(piperidinomethyl)phenoxy]butyl]urea). Reaction SMILES: [F:1][C:2]1[CH:23]=[CH:22][C:5]([CH2:6][N:7]([CH2:14][CH2:15][N:16]([CH3:21])[CH2:17][CH2:18][CH2:19][NH2:20])[C:8]2[CH:13]=[CH:12][CH:11]=[CH:10][N:9]=2)=[CH:4][CH:3]=1.[C:24](N1C=CN=C1)(N1C=CN=C1)=[O:25].[N:36]1([CH2:42][C:43]2[CH:44]=[C:45]([CH:52]=[CH:53][CH:54]=2)[O:46][CH2:47][CH2:48][CH2:49][CH2:50][NH2:51])[CH2:41][CH2:40][CH2:39][CH2:38][CH2:37]1>>[F:1][C:2]1[CH:23]=[CH:22][C:5]([CH2:6][N:7]([CH2:14][CH2:15][N:16]([CH2:17][CH2:18][CH2:19][NH:20][C:24]([NH:51][CH2:50][CH2:49][CH2:48][CH2:47][O:46][C:45]2[CH:52]=[CH:53][CH:54]=[C:43]([CH2:42][N:36]3[CH2:41][CH2:40][CH2:39][CH2:38][CH2:37]3)[CH:44]=2)=[O:25])[CH3:21])[C:8]2[CH:13]=[CH:12][CH:11]=[CH:10][N:9]=2)=[CH:4][CH:3]=1. Procedure details: Preparation is effected analogously to Example 63, using 0.42 g (1.0 mmol) of N-[2-[N-(4-fluorobenzyl)-N-(2-pyridyl)amino]ethyl]-N-methyl-1,3-propanediamine and the equimolar amounts of 1,1'-carbonyldiimidazole and 4-[3-(piperidinomethyl)phenoxy]butylamine as starting materials. Working up by chromatography analogously to Example 63 yields the purified title compound in the form of a viscous oil; MS (+FAB method): m/z (rel. int. [%])=605 ([M+H]+, 14), 229 (100); IR (KBr): 1631 cm-1 (C=O). For fu...